This data is from the Open Reaction Database (ORD), a public repository of structured organic reaction records. The task is: describe an organic reaction: reactants, conditions, products, and yield Starting materials: COc1cc2c(Nc3cc(OC(C)=O)c(Cl)cc3F)ncnc2cc1O, CCCCP(CCCC)CCCC, ClCCl, COCCO. Product: COCCOc1cc2ncnc(Nc3cc(OC(C)=O)c(Cl)cc3F)c2cc1OC. As a reaction SMILES: [C:1]([CH3:2])(=[O:3])[O:4][c:5]1[c:6]([Cl:26])[cH:7][c:8]([F:25])[c:9]([NH:10][c:11]2[n:12][cH:13][n:14][c:15]3[cH:16][c:17]([OH:23])[c:18]([O:21][CH3:22])[cH:19][c:20]23)[cH:24]1.[CH2:32]([P:33]([CH2:34][CH2:35][CH2:36][CH3:37])[CH2:38][CH2:39][CH2:40][CH3:41])[CH2:42][CH2:43][CH3:44].[CH2:45]([Cl:46])[Cl:47].[CH3:27][O:28][CH2:29][CH2:30][OH:31]>>[C:1]([CH3:2])(=[O:3])[O:4][c:5]1[c:6]([Cl:26])[cH:7][c:8]([F:25])[c:9]([NH:10][c:11]2[n:12][cH:13][n:14][c:15]3[cH:16][c:17]([O:23][CH2:30][CH2:29][O:28][CH3:27])[c:18]([O:21][CH3:22])[cH:19][c:20]23)[cH:24]1. Starting materials: [C-]#N.[K+] (potassium cyanide), C1(=CC=CC=C1)P(C1=CC=CC=C1)C1=CC=CC=C1 (triphenylphosphine), BrC1=CC=C(C=C1)C1C(CN(CC1)C(=O)OC(C)(C)C)O (tert-butyl (3RS,4RS)-4-(4-bromophenyl)-3-hydroxy-piperidine-1-carboxylate). The reagents and catalysts are [Zn] (zinc), C1=CC=C(C=C1)P(C2=CC=CC=C2)C3=CC=CC=C3.C1=CC=C(C=C1)P(C2=CC=CC=C2)C3=CC=CC=C3.[Ni](Br)Br (bis(triphenylphosphine)-nickel(II) dibromide). Run in C(C)#N (acetonitrile). Reaction conditions: temperature 60 celsius, time 20 hour. The product is C(#N)C1=CC=C(C=C1)C1C(CN(CC1)C(=O)OC(C)(C)C)O (tert-butyl (3RS,4RS)-4-(4-cyano-phenyl)-3-hydroxy-piperidine-1-carboxylate). Yield: 55.6%. Reaction SMILES: [C-:1]#[N:2].[K+].C1(P(C2C=CC=CC=2)C2C=CC=CC=2)C=CC=CC=1.Br[C:24]1[CH:29]=[CH:28][C:27]([CH:30]2[CH2:35][CH2:34][N:33]([C:36]([O:38][C:39]([CH3:42])([CH3:41])[CH3:40])=[O:37])[CH2:32][CH:31]2[OH:43])=[CH:26][CH:25]=1>C(#N)C.[Zn].C1C=CC(P(C2C=CC=CC=2)C2C=CC=CC=2)=CC=1.C1C=CC(P(C2C=CC=CC=2)C2C=CC=CC=2)=CC=1.[Ni](Br)Br>[C:1]([C:24]1[CH:29]=[CH:28][C:27]([CH:30]2[CH2:35][CH2:34][N:33]([C:36]([O:38][C:39]([CH3:42])([CH3:41])[CH3:40])=[O:37])[CH2:32][CH:31]2[OH:43])=[CH:26][CH:25]=1)#[N:2] |f:0.1,6.7.8|. Reported procedure: A suspension of 20 mg (0.30 mmol) of activated zinc powder, 76 mg (1.17 mmol) of potassium cyanide, 52 mg (0.20 mmol) of triphenylphosphine and 74 mg (0.10 mmol) of bis(triphenylphosphine)-nickel(II) dibromide in 2 ml of acetonitrile was heated at 60° C. under argon for 5 minutes. 356 mg (1.00 mmol) of tert-butyl (3RS,4RS)-4-(4-bromophenyl)-3-hydroxy-piperidine-1-carboxylate in solid form were added thereto. The green suspension was stirred at 60° C. under argon for 20 hours. The resulting dark ... Starting materials: COC(=O)C=1SC=CC1N (3-Amino-2-thiophenecarboxylic acid methyl ester), N(=O)[O-].[Na+] (sodium nitrite), Br (hydrobromic acid), Br (hydrobromic acid). The reagents and catalysts are [Cu]Br (copper (I) bromide). Run in O (water). Conditions: time 30 minute. Product: COC(=O)C=1SC=CC1Br (3-bromo-2-thiophenecarboxylic acid methyl ester). RXN SMILES: [CH3:1][O:2][C:3]([C:5]1[S:6][CH:7]=[CH:8][C:9]=1N)=[O:4].N([O-])=O.[Na+].[BrH:15]>O.[Cu]Br>[CH3:1][O:2][C:3]([C:5]1[S:6][CH:7]=[CH:8][C:9]=1[Br:15])=[O:4] |f:1.2|. Procedure: 3-Amino-2-thiophenecarboxylic acid methyl ester (9.4 g) was suspended in hydrobromic acid (20 ml), and the mixture was stirred at room temperature for 30 minutes. The mixture was cooled to 0° C., and sodium nitrite (4.2 g) in water (10 ml) was added dropwise below 10° C. The mixture was stirred for 1 hour, and then poured into copper (I) bromide (9.06 g) in hydrobromic acid (25 ml). The resulting mixture was stirred at 60° C. for 1 hour and extracted with diethyl ether. The extract was dried ove... Starting materials: COc1ccc(C(=O)c2ccccc2O)c(OC)c1, COc1ccccc1C(=O)O, COc1cc(OC)cc(OC)c1, COc1ccc(C(=O)c2ccccc2O)c(OC)c1OC, COc1ccc(C(=O)c2ccccc2OC)c(O)c1. Product: COc1ccccc1C(=O)c1ccc(OC)c(OC)c1O. Reaction SMILES: [CH3:20][O:21][c:22]1[cH:23][c:24]([O:25][CH3:26])[cH:27][cH:28][c:29]1[C:30]([c:31]1[cH:32][cH:33][cH:34][cH:35][c:36]1[OH:37])=[O:38].[CH3:39][O:40][c:41]1[c:42]([C:43](=[O:44])[OH:45])[cH:46][cH:47][cH:48][cH:49]1.[CH3:50][O:51][c:52]1[cH:53][c:54]([O:55][CH3:56])[cH:57][c:58]([O:59][CH3:60])[cH:61]1.[CH3:62][O:63][c:64]1[c:65]([O:66][CH3:67])[c:68]([O:69][CH3:70])[cH:71][cH:72][c:73]1[C:74]([c:75]1[cH:76][cH:77][cH:78][cH:79][c:80]1[OH:81])=[O:82].[OH:1][c:2]1[c:3]([C:4](=[O:5])[c:6]2[c:7]([O:12][CH3:13])[cH:8][cH:9][cH:10][cH:11]2)[cH:14][cH:15][c:16]([O:18][CH3:19])[cH:17]1>>[OH:1][c:2]1[c:3]([C:4](=[O:5])[c:6]2[c:7]([O:12][CH3:13])[cH:8][cH:9][cH:10][cH:11]2)[cH:14][cH:15][c:16]([O:18][CH3:19])[c:17]1[O:21][CH3:20]. Reactants: [BH4-], CCO, CCOC(=O)C(F)(F)COC1CCCCO1, [Na+]. Product: OCC(F)(F)COC1CCCCO1. RXN SMILES: [BH4-:17].[CH3:19][CH2:20][OH:21].[F:1][C:2]([C:3](=[O:4])[O:5][CH2:6][CH3:7])([CH2:8][O:9][CH:10]1[O:11][CH2:12][CH2:13][CH2:14][CH2:15]1)[F:16].[Na+:18]>>[F:1][C:2]([CH2:3][OH:4])([CH2:8][O:9][CH:10]1[O:11][CH2:12][CH2:13][CH2:14][CH2:15]1)[F:16]. Reactants: OBO, CN1C(=O)CN=C(c2cccc(C#N)c2)c2cc(Br)ccc21, COc1ccccc1B(O)O, c1ccccc1. The product is COc1ccccc1-c1ccc2c(c1)C(c1cccc(C#N)c1)=NCC(=O)N2C. RXN SMILES: [BH:23]([OH:24])[OH:25].[Br:1][c:2]1[cH:3][c:4]2[c:5]([cH:21][cH:22]1)[N:6]([CH3:20])[C:7](=[O:19])[CH2:8][N:9]=[C:10]2[c:11]1[cH:12][c:13]([C:14]#[N:15])[cH:16][cH:17][cH:18]1.[CH3:32][O:33][c:34]1[c:35]([B:40]([OH:41])[OH:42])[cH:36][cH:37][cH:38][cH:39]1.[cH:26]1[cH:27][cH:28][cH:29][cH:30][cH:31]1>>[c:2]1(-[c:35]2[c:34]([O:33][CH3:32])[cH:39][cH:38][cH:37][cH:36]2)[cH:3][c:4]2[c:5]([cH:21][cH:22]1)[N:6]([CH3:20])[C:7](=[O:19])[CH2:8][N:9]=[C:10]2[c:11]1[cH:12][c:13]([C:14]#[N:15])[cH:16][cH:17][cH:18]1. Reactants: Cl.O1C2=C(NCC1)C=CC(=C2)O (3,4-dihydro-2H-benzo[b][1,4]oxazin-7-ol hydrochloride), C([O-])([O-])=O.[Cs+].[Cs+] (cesium carbonate), C(C1=CC=CC=C1)OC=1C=C2C(=CC=NC2=CC1OC)Cl (6-(benzyloxy)-4-chloro-7-methoxyquinoline), Cl.O1C2=C(NCC1)C=CC(=C2)O (3,4-dihydro-2H-benzo[b][1,4]oxazin-7-ol hydrochloride), C([O-])([O-])=O.[Cs+].[Cs+] (cesium carbonate). The solvent is CN(C)C=O (DMF). Conditions: temperature 80 celsius, time 3 day. Product: C(C1=CC=CC=C1)OC=1C=C2C(=CC=NC2=CC1OC)OC=1C=CC2=C(OCCN2)C1 (7-(6-(benzyloxy)-7-methoxyquinolin-4-yloxy)-3,4-dihydro-2H-benzo[b][1,4]oxazine). The yield is 83.5%. Reaction SMILES: Cl.[O:2]1[CH2:7][CH2:6][NH:5][C:4]2[CH:8]=[CH:9][C:10]([OH:12])=[CH:11][C:3]1=2.C(=O)([O-])[O-].[Cs+].[Cs+].[CH2:19]([O:26][C:27]1[CH:28]=[C:29]2[C:34](=[CH:35][C:36]=1[O:37][CH3:38])[N:33]=[CH:32][CH:31]=[C:30]2Cl)[C:20]1[CH:25]=[CH:24][CH:23]=[CH:22][CH:21]=1>CN(C=O)C>[CH2:19]([O:26][C:27]1[CH:28]=[C:29]2[C:34](=[CH:35][C:36]=1[O:37][CH3:38])[N:33]=[CH:32][CH:31]=[C:30]2[O:12][C:10]1[CH:9]=[CH:8][C:4]2[NH:5][CH2:6][CH2:7][O:2][C:3]=2[CH:11]=1)[C:20]1[CH:25]=[CH:24][CH:23]=[CH:22][CH:21]=1 |f:0.1,2.3.4|. Reported procedure: A solution of 3,4-dihydro-2H-benzo[b][1,4]oxazin-7-ol hydrochloride (0.626 g, 3.34 mmol), cesium carbonate (4.35 g, 13.3 mmol), and 6-(benzyloxy)-4-chloro-7-methoxyquinoline (1.00 g, 3.34 mmol) in DMF (10.0 mL) was stirred at 80° C. for 18 h. An additional 3,4-dihydro-2H-benzo[b][1,4]oxazin-7-ol hydrochloride (0.626 g, 3.34 mmol) and cesium carbonate (4.35 g, 13.3 mmol) were added, and the mixture stirred at 80° C. for 3 days. The reaction mixture was partitioned between dichloromethane and wate...